This data is from the Open Reaction Database (ORD), a public repository of structured organic reaction records. The task is: describe an organic reaction: reactants, conditions, products, and yield Starting materials: B (borane), FC1=CC=C(OCCC(=O)O)C=C1 (3-(4-Fluorophenoxy)propanoic acid), O1CCCC1.O (tetrahydrofuran water). The solvent is O1CCCC1 (tetrahydrofuran). Reaction conditions: temperature 5 celsius, time 8 hour. Yields the product FC1=CC=C(OCCCO)C=C1 (3-(4-Fluorophenoxy)propanol). The yield is 99.5%. Reaction SMILES: [F:1][C:2]1[CH:13]=[CH:12][C:5]([O:6][CH2:7][CH2:8][C:9](O)=[O:10])=[CH:4][CH:3]=1.B.O1CCCC1.O>O1CCCC1>[F:1][C:2]1[CH:13]=[CH:12][C:5]([O:6][CH2:7][CH2:8][CH2:9][OH:10])=[CH:4][CH:3]=1 |f:2.3|. Procedure details: 3-(4-Fluorophenoxy)propanoic acid (16.6 g, 90 mmol) was stirred in 100 mL of tetrahydrofuran under a nitrogen atmosphere. The solution was cooled to 5° C. and borane (120 mL, 120 mmol, 1M in tetrahydrofuran) was added dropwise at a rate to keep the temperature of the reaction near 5° C. Once the addition was complete, the solution was allowed to stir at room temperature overnight. The reaction was then cooled below 10° C. and 18 mL of a tetrahydrofuran/water mixture was added. The tetrahydrofura... Starting materials: S(O)(O)(=O)=O (sulphuric acid), ClC1=C(C=C(C=C1)C(CC(=O)OC)CC)NC([C@@H]([C@H](C(F)(F)F)C)C1=CC=C(C=C1)Cl)=O (methyl 3-(4-chloro-3-{[(2S,3R)-2-(4-chlorophenyl)-4,4,4-trifluoro-3-methylbutanoyl]amino}phenyl)pentanoate), O (water). The solvent is C(C)(=O)O (acetic acid). Conditions: temperature 140 celsius, time 1.5 hour. Yields the product ClC1=C(C=C(C=C1)C(CC(=O)O)CC)NC([C@@H]([C@H](C(F)(F)F)C)C1=CC=C(C=C1)Cl)=O (3-(4-Chloro-3-{[(2S,3R)-2-(4-chlorophenyl)-4,4,4-trifluoro-3-methylbutanoyl]amino}phenyl)-pentanoic acid). RXN SMILES: [Cl:1][C:2]1[CH:7]=[CH:6][C:5]([CH:8]([CH2:14][CH3:15])[CH2:9][C:10]([O:12]C)=[O:11])=[CH:4][C:3]=1[NH:16][C:17](=[O:32])[C@H:18]([C:25]1[CH:30]=[CH:29][C:28]([Cl:31])=[CH:27][CH:26]=1)[C@@H:19]([CH3:24])[C:20]([F:23])([F:22])[F:21].S(=O)(=O)(O)O.O>C(O)(=O)C>[Cl:1][C:2]1[CH:7]=[CH:6][C:5]([CH:8]([CH2:14][CH3:15])[CH2:9][C:10]([OH:12])=[O:11])=[CH:4][C:3]=1[NH:16][C:17](=[O:32])[C@H:18]([C:25]1[CH:30]=[CH:29][C:28]([Cl:31])=[CH:27][CH:26]=1)[C@@H:19]([CH3:24])[C:20]([F:23])([F:22])[F:21]. Reported procedure: 650 mg (1.33 mmol) of methyl 3-(4-chloro-3-{[(2S,3R)-2-(4-chlorophenyl)-4,4,4-trifluoro-3-methylbutanoyl]amino}phenyl)pentanoate (diastereomer mixture) were dissolved in 2 ml of acetic acid, 1 ml of 30% strength sulphuric acid was added and the mixture was heated at reflux (bath temperature about 140° C.). After 1.5 h, the reaction mixture was cooled and added to water. The mixture was extracted three times with ethyl acetate. The combined organic phases were washed with sat. sodium bicarbonate ... Product: BrC1=C2CCOC(C2=CC=C1)C=O (5-bromo-3,4-dihydro-1H-isochromene-1-carbaldehyde). Run in C1CCOC1 (THF). Procedure details: A solution of 5-bromo-N-methyl-N-(methyloxy)-3,4-dihydro-1H-isochromene-1-carboxamide (3.0 g, 10 mmol) in 60 mL of anhydrous THF was cooled to −30° C. and then DIBAL-H (20 mmol) was added. The mixture was stirred at −30° C. for 1 hours. The reaction was quenched with water, extract with DCM. The organic layer was washed with brine, dried over anhydrous sodium sulfate and concentrated. The crude 5-bromo-3,4-dihydro-1H-isochromene-1-carbaldehyde was used for next step without purification. Conditions: temperature -30 celsius, time 1 hour. Reactants: BrC1=C2CCOC(C2=CC=C1)C(=O)N(OC)C (5-bromo-N-methyl-N-(methyloxy)-3,4-dihydro-1H-isochromene-1-carboxamide), CC(C)C[AlH]CC(C)C (DIBAL-H). Reaction SMILES: [Br:1][C:2]1[CH:11]=[CH:10][CH:9]=[C:8]2[C:3]=1[CH2:4][CH2:5][O:6][CH:7]2[C:12](N(C)OC)=[O:13].CC(C[AlH]CC(C)C)C>C1COCC1>[Br:1][C:2]1[CH:11]=[CH:10][CH:9]=[C:8]2[C:3]=1[CH2:4][CH2:5][O:6][CH:7]2[CH:12]=[O:13]. Reactants: CN1CCNCC1 (N-Methyl piperazine), COC(=O)C=1C=C(C2=C(S(CC3=C(O2)C(=CC(=C3)NC(CCl)=O)Cl)(=O)=O)C1)C (4-Chloro-2-(2-chloro-acetylamino)-6-methyl-10,10-dioxo-10,11-dihydro-5-oxa-10lambda*6*-thia-dibenzo[a,d]cycloheptene-8-carboxylic acid methyl ester). The solvent is CN(C)C=O (DMF). Product: COC(=O)C=1C=C(C2=C(S(CC3=C(O2)C(=CC(=C3)NC(CN3CCN(CC3)C)=O)Cl)(=O)=O)C1)C (4-Chloro-6-methyl-2-[2-(4-methyl-piperazin-1-yl)-acetylamino]10,10-dioxo-10,11-dihydro-5-oxa-10lambda*6*-thia-dibenzo[a,d]cycloheptene-8-carboxylic acid methyl ester). RXN SMILES: [CH3:1][N:2]1[CH2:7][CH2:6][NH:5][CH2:4][CH2:3]1.[CH3:8][O:9][C:10]([C:12]1[CH:13]=[C:14]([CH3:35])[C:15]2[O:21][C:20]3[C:22]([Cl:31])=[CH:23][C:24]([NH:26][C:27](=[O:30])[CH2:28]Cl)=[CH:25][C:19]=3[CH2:18][S:17](=[O:33])(=[O:32])[C:16]=2[CH:34]=1)=[O:11]>CN(C=O)C>[CH3:8][O:9][C:10]([C:12]1[CH:13]=[C:14]([CH3:35])[C:15]2[O:21][C:20]3[C:22]([Cl:31])=[CH:23][C:24]([NH:26][C:27](=[O:30])[CH2:28][N:5]4[CH2:6][CH2:7][N:2]([CH3:1])[CH2:3][CH2:4]4)=[CH:25][C:19]=3[CH2:18][S:17](=[O:32])(=[O:33])[C:16]=2[CH:34]=1)=[O:11]. Procedure details: N-Methyl piperazine (0.140 g, 0.675 mmol) was added to a solution of Example 133 (0.3 g, 1 mmol) in DMF (1 mL) and refluxed for 1.5 h. The reaction mixture was concentrated, treated with water and filtered to obtain the crude title compound, which was purified using flash chromatography (silica gel). Yield: 0.237 g, (70%); 1H NMR (DMSO-d6): δ 2.2 (s, 3H, CH3), 2.4 (s, 4H, 2CH2), 2.8 (s, 4H, 2CH2), 3.2 (s, 2H, CH2), 3.9 (s, 3H, CH3), 5.2 (s, 2H, CH2), 7.8 (s 1H, Ar), 7.9 (s, 1H, Ar), 8.2 (s, 1H, ... The reactants are COC1=CC=C(C(C=O)=C1)O (5-methoxysalicylaldehyde), BrCC(=O)OC (methyl bromoacetate). Yields the product C(=O)C1=C(OCC(=O)OC)C=CC(=C1)OC (methyl 2-formyl-4-methoxyphenoxyacetate). Isolated yield 86.0%. Reaction SMILES: [CH3:1][O:2][C:3]1[CH:10]=[C:7]([CH:8]=[O:9])[C:6]([OH:11])=[CH:5][CH:4]=1.Br[CH2:13][C:14]([O:16][CH3:17])=[O:15]>>[CH:8]([C:7]1[CH:10]=[C:3]([O:2][CH3:1])[CH:4]=[CH:5][C:6]=1[O:11][CH2:13][C:14]([O:16][CH3:17])=[O:15])=[O:9]. Procedure details: In the same manner as in Reference Example 1, 5-methoxysalicylaldehyde was reacted with methyl bromoacetate to yield methyl 2-formyl-4-methoxyphenoxyacetate (yield 86%), which was then recrystallized from acetone-hexane to yield colorless prisms having a melting point of 74° to 75° C. The reactants are Cl.COC1=CC=C(C=C1)C[C@H]1C[C@@H](C(N1)=N)C ((±) (trans) 5-[(4-methoxyphenyl)methyl]-3-methylpyrrolidin-2-imine, monohydrochloride), COC1=CC=C(C=C1)C=C[N+](=O)[O-] (4-Methoxy-b-nitrostyrene), C(C1=CC=CC=C1)=O (benzaldehyde), NC1=C(C=CC=C1)N (1,2-diaminobenzene), ( 6 ). RXN SMILES: Cl.COC1C=CC(C[C@@H]2NC(=N)[C@@H](C)C2)=CC=1.[CH3:18][O:19][C:20]1[CH:25]=[CH:24][C:23]([CH:26]=[CH:27][N+:28]([O-:30])=[O:29])=[CH:22][CH:21]=1.C(=O)C1C=CC=CC=1.NC1C=CC=CC=1N>>[CH3:18][O:19][C:20]1[CH:21]=[CH:22][C:23]([CH2:26][CH2:27][N+:28]([O-:30])=[O:29])=[CH:24][CH:25]=1 |f:0.1|. Yields the product COC1=CC=C(C=C1)CC[N+](=O)[O-] (methoxy-4-(2-nitroethyl)benzene). Yield: 92.0%. Procedure details: Isomer B: (±) (trans) 5-[(4-methoxyphenyl)methyl]-3-methylpyrrolidin-2-imine, monohydrochloride ##STR232## 227 A) 4-Methoxy-b-nitrostyrene (25.0 g, 0.15 mole) was reacted with benzaldehyde (19.1 g, 0.18 mole) and 1,2-diaminobenzene (19.8 g, 0.18 mole) according to the procedure of Chikashita et. al. (Synth. Commun. 1985, 15 (6), 527) to yield methoxy-4-(2-nitroethyl)benzene (25.0 g, 93%) as a yellow oil. The reactants are CCCC[N+](CCCC)(CCCC)CCCC, O=C(c1cc(CCO)on1)c1ccc(Cl)cc1Cl, ClCCl, O=S(=O)(O)O, O=S(=O)([O-])O. Yields the product O=C(O)Cc1cc(C(=O)c2ccc(Cl)cc2Cl)no1. Reaction SMILES: [CH2:29]([N+:30]([CH2:31][CH2:32][CH2:33][CH3:34])([CH2:35][CH2:36][CH2:37][CH3:38])[CH2:39][CH2:40][CH2:41][CH3:42])[CH2:43][CH2:44][CH3:45].[Cl:1][c:2]1[c:3]([C:4](=[O:5])[c:6]2[n:7][o:8][c:9]([CH2:11][CH2:12][OH:13])[cH:10]2)[cH:14][cH:15][c:16]([Cl:18])[cH:17]1.[Cl:46][CH2:47][Cl:48].[S:19]([OH:20])(=[O:21])(=[O:22])[OH:23].[S:24]([O-:25])([OH:26])(=[O:27])=[O:28]>>[Cl:1][c:2]1[c:3]([C:4](=[O:5])[c:6]2[n:7][o:8][c:9]([CH2:11][C:12](=[O:13])[OH:20])[cH:10]2)[cH:14][cH:15][c:16]([Cl:18])[cH:17]1.